This data is from the Open Reaction Database (ORD), a public repository of structured organic reaction records. The task is: describe an organic reaction: reactants, conditions, products, and yield Reactants: ONC(=O)C1N(CC=CCC1COC(C)=O)S(=O)(=O)C1=CC=C(C=C1)OC (Acetic acid 2-hydroxycarbamoyl-1-(4-methoxy-benzenesulfonyl)-2,3,4,7-tetrahydro-1H-azepin-3-ylmethyl ester), OCC1C(N(CCCC1)S(=O)(=O)C1=CC=C(C=C1)OC)C(=O)O (3-Hydroxymethyl-1-(4-methoxybenzenesulfonyl)-azepane-2-carboxylic acid). The product is ONC(=O)C1N(CC=CCC1CO)S(=O)(=O)C1=CC=C(C=C1)OC (3-Hydroxymethyl-1-(4-methoxy-benzenesulfonyl)-2,3,4,7-tetrahydro-1H-azepine-2-carboxylic acid hydroxyamide). Reaction SMILES: [OH:1][NH:2][C:3]([CH:5]1[CH:11]([CH2:12][O:13]C(=O)C)[CH2:10][CH:9]=[CH:8][CH2:7][N:6]1[S:17]([C:20]1[CH:25]=[CH:24][C:23]([O:26][CH3:27])=[CH:22][CH:21]=1)(=[O:19])=[O:18])=[O:4].OCC1CCCCN(S(C2C=CC(OC)=CC=2)(=O)=O)C1C(O)=O>>[OH:1][NH:2][C:3]([CH:5]1[CH:11]([CH2:12][OH:13])[CH2:10][CH:9]=[CH:8][CH2:7][N:6]1[S:17]([C:20]1[CH:21]=[CH:22][C:23]([O:26][CH3:27])=[CH:24][CH:25]=1)(=[O:19])=[O:18])=[O:4]. Procedure details: 3-Hydroxymethyl-1-(4-methoxy-benzenesulfonyl)-2,3,4,7-tetrahydro-1H-azepine-2-carboxylic acid hydroxyamide was synthesized from Acetic acid 2-hydroxycarbamoyl-1-(4-methoxy-benzenesulfonyl)-2,3,4,7-tetrahydro-1H-azepin-3-ylmethyl ester in the same manner as the procedures used for the preparation of 3-Hydroxymethyl-1-(4-methoxybenzenesulfonyl)-azepane-2-carboxylic acid hydroxamide: MS (M-H)- =355. The reactants are CCOC(=O)/N=N/C(=O)OCC (Diethylazodicarboxylate), OCC=1C=NC2=CC=CC=C2C1 (3-(hydroxymethyl)quinoline), C1(=CC=CC=C1)P(C1=CC=CC=C1)C1=CC=CC=C1 (triphenyl phosphine), ON1C(C=2C(C1=O)=CC=CC2)=O (N-hydroxyphthalimide). Run in C1CCOC1 (THF). Conditions: time 8 hour. Product: N1=CC(=CC2=CC=CC=C12)CON1C(C=2C(C1=O)=CC=CC2)=O (N-(3-quinolyl)methoxyphthalimide). Isolated yield 90.0%. RXN SMILES: [OH:1][CH2:2][C:3]1[CH:4]=[N:5][C:6]2[C:11]([CH:12]=1)=[CH:10][CH:9]=[CH:8][CH:7]=2.C1(P(C2C=CC=CC=2)C2C=CC=CC=2)C=CC=CC=1.O[N:33]1[C:37](=[O:38])[C:36]2=[CH:39][CH:40]=[CH:41][CH:42]=[C:35]2[C:34]1=[O:43].CCOC(/N=N/C(OCC)=O)=O>C1COCC1>[N:5]1[C:6]2[C:11](=[CH:10][CH:9]=[CH:8][CH:7]=2)[CH:12]=[C:3]([CH2:2][O:1][N:33]2[C:34](=[O:43])[C:35]3=[CH:42][CH:41]=[CH:40][CH:39]=[C:36]3[C:37]2=[O:38])[CH:4]=1. Procedure details: 3-(hydroxymethyl)quinoline (400 mg, 2.52 mmol), triphenyl phosphine (692 mg, 2.64 mmol, 1.05 equiv) and N-hydroxyphthalimide (430 mg, 2.64 mmol, 1.05 equiv) were dissolved in 10 mL of dry THF. Diethylazodicarboxylate (0.44 mL, 2.80 mmol, 1.11 equiv) was then added dropwise and the reaction was stirred overnight. The reaction mixture placed in a freezer for 2 hours, and then filtered to give the desired product (0.69 g) as a fluffy white solid. MS(CI) m/e 305 (M+H)+. Starting materials: O=C(n1ccnc1)n1ccnc1, CCC(N)C(=O)OC(C)(C)C, Cl, Nc1cccnc1C(=O)O, O, c1ccncc1. The product is CCC(NC(=O)c1ncccc1N)C(=O)OC(C)(C)C. RXN SMILES: [C:11]([n:12]1[cH:13][cH:14][n:15][cH:16]1)([n:17]1[cH:18][cH:19][n:20][cH:21]1)=[O:22].[C:24]([CH3:25])([CH3:26])([CH3:27])[O:28][C:29]([CH:30]([CH2:31][CH3:32])[NH2:33])=[O:34].[ClH:23].[NH2:1][c:2]1[c:3]([C:8](=[O:9])[OH:10])[n:4][cH:5][cH:6][cH:7]1.[OH2:41].[cH:35]1[cH:36][cH:37][n:38][cH:39][cH:40]1>>[NH2:1][c:2]1[c:3]([C:8](=[O:10])[NH:33][CH:30]([C:29]([O:28][C:24]([CH3:25])([CH3:26])[CH3:27])=[O:34])[CH2:31][CH3:32])[n:4][cH:5][cH:6][cH:7]1. Starting materials: Cl.C(C)OC(=O)[C@H]1CNC[C@@H]1NC(=O)C=1SC(=CC1)Cl ((3S,4R)-4-[(5-chloro-thiophene-2-carbonyl)-amino]-pyrrolidine-3-carboxylic acid ethyl ester hydrochloride), BrC(C(=O)N)C1=C(C=C(C=C1)N1C(C=CC=C1)=O)F (2-bromo-[2-fluoro-4-(2-oxopyridin-1-yl)-phenyl]-acetamide). The solvent is C1CCOC1 (THF). Yields the product C(C)OC(=O)[C@H]1CN(C[C@@H]1NC(=O)C=1SC(=CC1)Cl)CC(NC1=C(C=C(C=C1)N1C(C=CC=C1)=O)F)=O ((3S,4R)-4-[(5-chloro-thiophene-2-carbonyl)-amino]-1-{[2-fluoro-4-(2-oxo-2H-pyridin-1-yl)-phenyl-carbamoyl]-methyl}-pyrrolidine-3-carboxylic acid ethyl ester). Reaction SMILES: Cl.[CH2:2]([O:4][C:5]([C@@H:7]1[C@@H:11]([NH:12][C:13]([C:15]2[S:16][C:17]([Cl:20])=[CH:18][CH:19]=2)=[O:14])[CH2:10][NH:9][CH2:8]1)=[O:6])[CH3:3].BrC([C:26]1[CH:31]=[CH:30][C:29]([N:32]2[CH:37]=[CH:36][CH:35]=[CH:34][C:33]2=[O:38])=[CH:28][C:27]=1[F:39])C(N)=O>C1COCC1>[CH2:2]([O:4][C:5]([C@@H:7]1[C@@H:11]([NH:12][C:13]([C:15]2[S:16][C:17]([Cl:20])=[CH:18][CH:19]=2)=[O:14])[CH2:10][N:9]([CH2:15][C:13](=[O:14])[NH:12][C:26]2[CH:31]=[CH:30][C:29]([N:32]3[CH:37]=[CH:36][CH:35]=[CH:34][C:33]3=[O:38])=[CH:28][C:27]=2[F:39])[CH2:8]1)=[O:6])[CH3:3] |f:0.1|. Procedure details: 40.4 Using general procedure A with THF as solvent (3S,4R)-4-[(5-chloro-thiophene-2-carbonyl)-amino]-pyrrolidine-3-carboxylic acid ethyl ester hydrochloride was reacted with 2-bromo-[2-fluoro-4-(2-oxopyridin-1-yl)-phenyl]-acetamide to give (3S,4R)-4-[(5-chloro-thiophene-2-carbonyl)-amino]-1-{[2-fluoro-4-(2-oxo-2H-pyridin-1-yl)-phenyl-carbamoyl]-methyl}-pyrrolidine-3-carboxylic acid ethyl ester. Light brown solid. MS 547.2 [M+H+].